This data is from the Open Reaction Database (ORD), a public repository of structured organic reaction records. The task is: describe an organic reaction: reactants, conditions, products, and yield The reactants are C(C)N(C\C=C/C1=C(C=CC(=C1)F)S(=O)(=O)NC1=C(C=2OC[C@@H]3N(C2C=C1)CC3)C(=O)OC(C)(C)C)CC (tert-butyl (R)-6-[2-((Z)-3-diethylaminoprop-1-enyl)-4-fluorobenzenesulfonyl-amino]-1,2,2a,3-tetrahydro-4-oxa-8b-azacyclobuta[a]naphthalene-5-carboxylate), C(C)N(C\C=C/C1=C(C=CC(=C1)F)S(=O)(=O)NC1=C(C=2OC[C@@H]3N(C2C=C1)CC3)C(=O)OC(C)(C)C)CC (tert-butyl (R)-6-[2-((Z)-3-diethylaminoprop-1-enyl)-4-fluorobenzenesulfonyl-amino]-1,2,2a,3-tetrahydro-4-oxa-8b-azacyclobuta[a]naphthalene-5-carboxylate). Solvent: C(=O)(C(F)(F)F)O (TFA), C(Cl)Cl (DCM). Conditions: time 30 minute. Product: C(C)N(C\C=C/C1=C(C=CC(=C1)F)S(=O)(=O)NC1=C(C=2OC[C@@H]3N(C2C=C1)CC3)C(=O)O)CC ((R)-6-[2-((Z)-3-diethylaminoprop-1-enyl)-4-fluorobenzenesulfonylamino]-1,2,2a,3-tetrahydro-4-oxa-8b-aza-cyclobuta[a]naphthalene-5-carboxylic acid). Yield: 52.5%. As a reaction SMILES: [CH2:1]([N:3]([CH2:37][CH3:38])[CH2:4]/[CH:5]=[CH:6]\[C:7]1[CH:12]=[C:11]([F:13])[CH:10]=[CH:9][C:8]=1[S:14]([NH:17][C:18]1[CH:27]=[CH:26][C:25]2[N:24]3[CH2:28][CH2:29][C@@H:23]3[CH2:22][O:21][C:20]=2[C:19]=1[C:30]([O:32]C(C)(C)C)=[O:31])(=[O:16])=[O:15])[CH3:2]>C(O)(C(F)(F)F)=O.C(Cl)Cl>[CH2:37]([N:3]([CH2:1][CH3:2])[CH2:4]/[CH:5]=[CH:6]\[C:7]1[CH:12]=[C:11]([F:13])[CH:10]=[CH:9][C:8]=1[S:14]([NH:17][C:18]1[CH:27]=[CH:26][C:25]2[N:24]3[CH2:28][CH2:29][C@@H:23]3[CH2:22][O:21][C:20]=2[C:19]=1[C:30]([OH:32])=[O:31])(=[O:15])=[O:16])[CH3:38]. Procedure details: A solution of tert-butyl (R)-6-[2-((Z)-3-diethylaminoprop-1-enyl)-4-fluorobenzenesulfonyl-amino]-1,2,2a,3-tetrahydro-4-oxa-8b-azacyclobuta[a]naphthalene-5-carboxylate (Intermediate 42, 0.017 g) in TFA (2 mL) and DCM (2 mL) was left to stand at room temperature for 30 minutes then concentrated in vacuo. The residue was dissolved in methanol (15 mL) and potassium carbonate (0.2 g) was added and the mixture stirred for 5 minutes then filtered. The filtrate was acidified with formic acid and concent... The reactants are N(=[N+]=[N-])C[C@@H](COCC1=CC=CC=C1)N(C(OC(C)(C)C)=O)C ((S)-tert-butyl 1-azido-3-(benzyloxy)propan-2-yl(methyl)carbamate), [H][H] (hydrogen). Reagents/catalysts: [Pd] (Pd/C). The solvent is CCO (EtOH), CC(=O)O (AcOH). Reaction conditions: time 1 hour. Yields the product NC[C@@H](COCC1=CC=CC=C1)N(C(OC(C)(C)C)=O)C ((S)-tert-butyl 1-amino-3-(benzyloxy)propan-2-yl(methyl)carbamate). RXN SMILES: [N:1]([CH2:4][C@H:5]([N:15]([CH3:23])[C:16](=[O:22])[O:17][C:18]([CH3:21])([CH3:20])[CH3:19])[CH2:6][O:7][CH2:8][C:9]1[CH:14]=[CH:13][CH:12]=[CH:11][CH:10]=1)=[N+]=[N-].[H][H]>CCO.CC(O)=O.[Pd]>[NH2:1][CH2:4][C@H:5]([N:15]([CH3:23])[C:16](=[O:22])[O:17][C:18]([CH3:19])([CH3:20])[CH3:21])[CH2:6][O:7][CH2:8][C:9]1[CH:10]=[CH:11][CH:12]=[CH:13][CH:14]=1. Reported procedure: To a solution of (S)-tert-butyl 1-azido-3-(benzyloxy)propan-2-yl(methyl)carbamate (4 g, 11.66 mmol) in EtOH (100 mL) and AcOH (10 mL) was added Pd/C (10%, 1.0 g). The resulting mixture was transferred to an autoclave and charged with hydrogen (45 psi). The reaction mixture was stirred at RT for 1 h and filtered. The filtrate was concentrated to give (S)-tert-butyl 1-amino-3-(benzyloxy)propan-2-yl(methyl)carbamate, which was used without further purification. LRMS (M+Na+) m/z 317.2. Reactants: BrC(C(=O)C1=C(C=C(C(=C1)F)F)F)C=1C=CC=2N(N1)C(=NN2)C(C)C (2-bromo-2-(3-isopropyl-[1,2,4]triazolo[4,3-b]pyridazin-6-yl)-1-(2,4,5-trifluorophenyl)ethanone), NC(=S)C1CCN(CC1)C(=O)OC(C)(C)C (tert-butyl 4-(aminocarbothioyl)tetrahydropyridine-1-(2H)-carboxylate). Run in CN(C)C=O (DMF). Conditions: time 24 hour. Product: C(C)(C)C1=NN=C2N1N=C(C=C2)C2=C(N=C(S2)C2CCN(CC2)C(=O)OC(C)(C)C)C2=C(C=C(C(=C2)F)F)F (tert-Butyl 4-(5-(3-isopropyl-[1,2,4]triazolo[4,3-b]pyridazin-6-yl)-4-(2,4,5-trifluorophenyl)thiazol-2-yl)piperidine-1-carboxylate). Isolated yield 33.4%. RXN SMILES: Br[CH:2]([C:14]1[CH:15]=[CH:16][C:17]2[N:18]([C:20]([CH:23]([CH3:25])[CH3:24])=[N:21][N:22]=2)[N:19]=1)[C:3]([C:5]1[CH:10]=[C:9]([F:11])[C:8]([F:12])=[CH:7][C:6]=1[F:13])=O.[NH2:26][C:27]([CH:29]1[CH2:34][CH2:33][N:32]([C:35]([O:37][C:38]([CH3:41])([CH3:40])[CH3:39])=[O:36])[CH2:31][CH2:30]1)=[S:28]>CN(C=O)C>[CH:23]([C:20]1[N:18]2[N:19]=[C:14]([C:2]3[S:28][C:27]([CH:29]4[CH2:34][CH2:33][N:32]([C:35]([O:37][C:38]([CH3:41])([CH3:40])[CH3:39])=[O:36])[CH2:31][CH2:30]4)=[N:26][C:3]=3[C:5]3[CH:10]=[C:9]([F:11])[C:8]([F:12])=[CH:7][C:6]=3[F:13])[CH:15]=[CH:16][C:17]2=[N:22][N:21]=1)([CH3:25])[CH3:24]. Reported procedure: A mixture of 2-bromo-2-(3-isopropyl-[1,2,4]triazolo[4,3-b]pyridazin-6-yl)-1-(2,4,5-trifluorophenyl)ethanone (0.90 g, 2.2 mmol; prepared using General Procedure J from Preparation #F.1 and Preparation #G.1, General Procedure K with H2SO4, and General Procedure A.2), tert-butyl 4-(aminocarbothioyl)tetrahydropyridine-1-(2H)-carboxylate (Maybridge, 0.8 g, 3.3 mmol) and DMF (20 mL) was stirred at ambient temperature for about 24 h. The reaction was quenched with saturated aqueous NaHCO3 and extracted... Starting materials: CC1=C2C(=C3N(C2=CC(=C1O)C)CCCCC3)C3=CC=NC=C3 (7,8,9,10-tetrahydro-1,3-dimethyl-11-(4-pyridyl)-6H-azepino[1,2-a]indole-2-ol), C(C)OC(C(C)(C)Br)=O (2-bromo-2-methyl-propanoic acid ethylester). The product is C(C)OC(C(C)(C)OC=1C(=C2C(=C3N(C2=CC1C)CCCCC3)C3=CC=NC=C3)C)=O (2-[7,8,9,10-Tetrahydro-1,3-dimethyl-11-(4-pyridyl)-6H-azepino[1,2-a]indole-2-yloxy]-2-methyl-propanoic acid ethylester). Reaction SMILES: [CH3:1][C:2]1[C:10]([OH:11])=[C:9]([CH3:12])[CH:8]=[C:7]2[C:3]=1[C:4]([C:18]1[CH:23]=[CH:22][N:21]=[CH:20][CH:19]=1)=[C:5]1[CH2:17][CH2:16][CH2:15][CH2:14][CH2:13][N:6]12.[CH2:24]([O:26][C:27](=[O:32])[C:28](Br)([CH3:30])[CH3:29])[CH3:25]>>[CH2:24]([O:26][C:27](=[O:32])[C:28]([O:11][C:10]1[C:2]([CH3:1])=[C:3]2[C:7](=[CH:8][C:9]=1[CH3:12])[N:6]1[CH2:13][CH2:14][CH2:15][CH2:16][CH2:17][C:5]1=[C:4]2[C:18]1[CH:19]=[CH:20][N:21]=[CH:22][CH:23]=1)([CH3:30])[CH3:29])[CH3:25]. Procedure details: The above compound was prepared from 7,8,9,10-tetrahydro-1,3-dimethyl-11-(4-pyridyl)-6H-azepino[1,2-a]indole-2-ol and 2-bromo-2-methyl-propanoic acid ethylester using a procedure analogous to that of Example 10.